describe an organic reaction: reactants, conditions, products, and yield From a dataset of the Open Reaction Database (ORD), a public repository of structured organic reaction records. Reactants: C([O-])(O)=O.[Na+] (sodium bicarbonate), C(C)(=O)OC(C)=O (Acetic anhydride), C1(=CC=C(C=C1)S(=O)(=O)O)C (p-toluene sulfonic acid), COC1=CC=2CC[C@H]3[C@@H]4C=C(C([C@@]4(C)CC[C@@H]3C2C=C1)=O)C (3-methoxy-16-methylestra-1,3,5(10),15-tetraen-17-one). Solvent: C(C)(=O)OC(=C)C (isopropenyl acetate). Reaction conditions: temperature 100 celsius, time 20 hour. Product: C(C)(=O)OC=1[C@]2(C)C(=CC1C)[C@@H]1CCC=3C=C(C=CC3[C@H]1CC2)OC (3-Methoxy-16-methylestra-l,3,5(10),14,16-pentaen-17-yl acetate). The yield is 87.0%. RXN SMILES: [C:1](OC(=O)C)(=[O:3])[CH3:2].C1(C)C=CC(S(O)(=O)=O)=CC=1.[CH3:19][O:20][C:21]1[CH:38]=[CH:37][C:36]2[C@@H:35]3[C@H:26]([C@H:27]4[C@@:31]([CH2:33][CH2:34]3)([CH3:32])[C:30](=[O:39])[C:29]([CH3:40])=[CH:28]4)[CH2:25][CH2:24][C:23]=2[CH:22]=1.C(=O)(O)[O-].[Na+]>C(OC(C)=C)(=O)C>[C:1]([O:39][C:30]1[C@:31]2([CH2:33][CH2:34][C@H:35]3[C@@H:26]([CH2:25][CH2:24][C:23]4[CH:22]=[C:21]([O:20][CH3:19])[CH:38]=[CH:37][C:36]=43)[C:27]2=[CH:28][C:29]=1[CH3:40])[CH3:32])(=[O:3])[CH3:2] |f:3.4|. Reported procedure: Acetic anhydride (80 ml) and p-toluene sulfonic acid (6 g) are added to a suspension of 3-methoxy-16-methylestra-1,3,5(10),15-tetraen-17-one (1) (DE-OS 3,023,568 (1982)) (20 g; 67.7 mmol) in isopropenyl acetate (400 ml). The reaction mixture is stirred for about 20 hours at 100° C. After cooling it is poured on ice water and neutralized by addition of small portions of sodium bicarbonate. It is extracted three times with benzene, the combined organic phases are washed with water, dried on magnes...